Task: describe an organic reaction: reactants, conditions, products, and yield. Dataset: the Open Reaction Database (ORD), a public repository of structured organic reaction records Reactants: O=C([O-])O, C1CNCCN1, CN(C)C=O, [Cl-], COc1c(Cl)cc(C(=O)N2CCOc3cnccc32)cc1[N+](=O)[O-], Cl, [Li+], [Na+]. Product: O=C(c1cc(Cl)c(O)c([N+](=O)[O-])c1)N1CCOc2cnccc21. As a reaction SMILES: [C:33](=[O:34])([O-:35])[OH:36].[CH2:27]1[NH:28][CH2:29][CH2:30][NH:31][CH2:32]1.[CH:39]([N:40]([CH3:41])[CH3:42])=[O:43].[Cl-:26].[Cl:1][c:2]1[cH:3][c:4]([C:13](=[O:14])[N:15]2[c:16]3[c:17]([cH:21][n:22][cH:23][cH:24]3)[O:18][CH2:19][CH2:20]2)[cH:5][c:6]([N+:10](=[O:11])[O-:12])[c:7]1[O:8][CH3:9].[ClH:38].[Li+:25].[Na+:37]>>[Cl:1][c:2]1[cH:3][c:4]([C:13](=[O:14])[N:15]2[c:16]3[c:17]([cH:21][n:22][cH:23][cH:24]3)[O:18][CH2:19][CH2:20]2)[cH:5][c:6]([N+:10](=[O:11])[O-:12])[c:7]1[OH:8]. Reactants: C([O-])([O-])=O.[Na+].[Na+] (sodium carbonate), C(=O)=O (carbon dioxide), C(C)N1C(CCC1)=C[N+](=O)[O-] (1-ethyl-2-nitromethylenepyrrolidine), C([O-])([O-])=O.[Na+].[Na+] (sodium carbonate), C(=O)=O (carbon dioxide). The reagents and catalysts are [Pd] (palladium), [Cu] (copper). The solvent is CO (methanol). Run at time 2.5 hour. Product: NCC1N(CCC1)CC (2-aminomethyl-1-ethylpyrrolidine). Yield: 95.0%. Reaction SMILES: C(=O)([O-])[O-].[Na+].[Na+].C(=O)=O.[CH2:10]([N:12]1[CH2:16][CH2:15][CH2:14][C:13]1=[CH:17][N+:18]([O-])=O)[CH3:11]>[Cu].[Pd].CO>[NH2:18][CH2:17][CH:13]1[CH2:14][CH2:15][CH2:16][N:12]1[CH2:10][CH3:11] |f:0.1.2|. Reported procedure: A 200 ml. glass beaker having inserted therein a porous unglazed cylinder (40 mm. diameter × 140 mm. length) was used as the electrolytic apparatus and a copper plate (40 × 180 mm2) as the cathode and a palladium plate (30 × 40 mm2) as the anode were used. In the anode chamber (the porous unglazed cylinder) was added 50 ml. of a saturated aqueous sodium carbonate solution and in the cathode chamber (the glass beaker) were added 70 ml. of a 2 N aqueous sodium carbonate solution and 30 ml. of meth...